This data is from the Open Reaction Database (ORD), a public repository of structured organic reaction records. The task is: describe an organic reaction: reactants, conditions, products, and yield The reactants are ClC1=C(SC(=C1)C(F)F)C=O (3-chloro-5-difluoromethyl-2-thiophenecarboxaldehyde), C(#C)[Mg]Br (ethynyl magnesium bromide). Yields the product ClC1=C(SC(=C1)C(F)F)C(C#C)O (1-(3-chloro-5-difluoromethyl-2-thienyl)-2-propynol). RXN SMILES: [Cl:1][C:2]1[CH:6]=[C:5]([CH:7]([F:9])[F:8])[S:4][C:3]=1[CH:10]=[O:11].[C:12]([Mg]Br)#[CH:13]>>[Cl:1][C:2]1[CH:6]=[C:5]([CH:7]([F:8])[F:9])[S:4][C:3]=1[CH:10]([OH:11])[C:12]#[CH:13]. Procedure details: Using the procedure of Stage B of Preparation 2, 0.64 g of the product of Stage C above and 8.5 ml of ethynyl magnesium bromide were reacted to obtain 0.67 g of the expected product. Starting materials: C1(=CC=CC=C1)N1N=C(C=C1CCC=O)CCC (3-(1-phenyl-3-propyl-1H-pyrazol-5-yl)propanal), [BH-](OC(=O)C)(OC(=O)C)OC(=O)C.[Na+] (NaBH(OAc)3), CC1=C(C=CC(=C1)C)N1CCNCC1 (1-(2,4-dimethylphenyl)piperazine), CCN(C(C)C)C(C)C (DIPEA). Product: CC1=C(C=CC(=C1)C)N1CCN(CC1)CCCC1=CC(=NN1C1=CC=CC=C1)CCC (1-(2,4-dimethylphenyl)-4-(3-(1-phenyl-3-propyl-1H-pyrazol-5-yl)propyl)piperazine). As a reaction SMILES: [C:1]1([N:7]2[C:11]([CH2:12][CH2:13][CH:14]=O)=[CH:10][C:9]([CH2:16][CH2:17][CH3:18])=[N:8]2)[CH:6]=[CH:5][CH:4]=[CH:3][CH:2]=1.[CH3:19][C:20]1[CH:25]=[C:24]([CH3:26])[CH:23]=[CH:22][C:21]=1[N:27]1[CH2:32][CH2:31][NH:30][CH2:29][CH2:28]1.CCN(C(C)C)C(C)C.[BH-](OC(C)=O)(OC(C)=O)OC(C)=O.[Na+]>>[CH3:19][C:20]1[CH:25]=[C:24]([CH3:26])[CH:23]=[CH:22][C:21]=1[N:27]1[CH2:28][CH2:29][N:30]([CH2:14][CH2:13][CH2:12][C:11]2[N:7]([C:1]3[CH:6]=[CH:5][CH:4]=[CH:3][CH:2]=3)[N:8]=[C:9]([CH2:16][CH2:17][CH3:18])[CH:10]=2)[CH2:31][CH2:32]1 |f:3.4|. Procedure details: 134 mg (95%) of target compound was obtained by using a method same as in Example 1 by using 3-(1-phenyl-3-propyl-1H-pyrazol-5-yl)propanal (75 mg, 0.310 mmol), 1-(2,4-dimethylphenyl)piperazine (59 mg, 0.310 mmol), DIPEA (0.081 mL, 0.465 mmol) and NaBH(OAc)3 (197 mg, 0.930 mmol). Reactants: NC1=C(C=C(C=C1)C1=CC(=CC=C1)Cl)C#N (4-amino-3′-chloro-biphenyl-3-carbonitrile), [Cl-].[NH4+] (ammonium chloride), C(OC)(OC)=O (dimethyl carbonate), C1(CC1)[Mg]Br (cyclopropylmagnesium bromide), [Mg] (magnesium), C1(CC1)Br (cyclopropyl bromide). Run in C1CCOC1 (THF), C(C)(=O)OCC (ethyl acetate), C1CCOC1 (THF). Reaction conditions: temperature 50 celsius, time 30 minute. Yields the product ClC=1C=C(C=CC1)C=1C=C2C(=NC(NC2=CC1)=O)C1CC1 (6-(3-chlorophenyl)-4-cyclopropyl-1H-quinazolin-2-one). Yield: 18.0%. RXN SMILES: [CH:1]1([Mg]Br)[CH2:3][CH2:2]1.[Mg].C1(Br)CC1.[NH2:11][C:12]1[CH:17]=[CH:16][C:15]([C:18]2[CH:23]=[CH:22][CH:21]=[C:20]([Cl:24])[CH:19]=2)=[CH:14][C:13]=1[C:25]#[N:26].[C:27](=O)(OC)[O:28]C.[Cl-].[NH4+]>C1COCC1.C(OCC)(=O)C>[Cl:24][C:20]1[CH:19]=[C:18]([C:15]2[CH:14]=[C:13]3[C:12](=[CH:17][CH:16]=2)[NH:11][C:27](=[O:28])[N:26]=[C:25]3[CH:1]2[CH2:3][CH2:2]2)[CH:23]=[CH:22][CH:21]=1 |f:5.6|. Procedure: Prepared using a similar procedure as described in the literature (Tucker et al. J. Med. Chem., 1994, 37, 2437-2444). To a solution of cyclopropylmagnesium bromide prepared from magnesium (0.9 g, 37 mmol) and cyclopropyl bromide (3.2 mL, 40 mmol) in anhydrous THF was added at 50° C. under nitrogen a solution of 4-amino-3′-chloro-biphenyl-3-carbonitrile (2.3 g, 10 mmol) in anhydrous THF. After addition, the reaction mixture was kept at 50° C. for 30 minutes under nitrogen and treated with dimethy... Reactants: [OH-].[Na+] (sodium hydroxide), C1(=CC=CC=C1)C (toluene), COC(=O)C1C2=C(SC1C1=CC=C(C=C1)OC)C=C(C=C2)OC (2,3-dihydro-6-methoxy-2-(4-methoxyphenyl)benzo[b]thiophene-3-carboxylic acid methyl ester), [OH-].[Na+] (sodium hydroxide). The solvent is O (water), C(C)OCC (diethyl ether), CO (methanol), O (water). Reaction conditions: time 1 hour. The product is COC=1C=CC2=C(SC(C2C(=O)O)C2=CC=C(C=C2)OC)C1 (2,3-Dihydro-6-Methoxy-2-(4-Methoxyphenyl)benzo[b]thiophene-3-Carboxylic Acid). Yield: 87.9%. As a reaction SMILES: C[O:2][C:3]([CH:5]1[CH:9]([C:10]2[CH:15]=[CH:14][C:13]([O:16][CH3:17])=[CH:12][CH:11]=2)[S:8][C:7]2[CH:18]=[C:19]([O:22][CH3:23])[CH:20]=[CH:21][C:6]1=2)=[O:4].[OH-].[Na+].C1(C)C=CC=CC=1>CO.O.C(OCC)C>[CH3:23][O:22][C:19]1[CH:20]=[CH:21][C:6]2[CH:5]([C:3]([OH:4])=[O:2])[CH:9]([C:10]3[CH:11]=[CH:12][C:13]([O:16][CH3:17])=[CH:14][CH:15]=3)[S:8][C:7]=2[CH:18]=1 |f:1.2|. Procedure: To a solution of 2,3-dihydro-6-methoxy-2-(4-methoxyphenyl)benzo[b]thiophene-3-carboxylic acid methyl ester (0.7337 g, 2.21 mmol) in methanol (10 ml) at 5° C. was added 5 N sodium hydroxide (1 ml, 5 mmol) and water (5 ml). The resulting slurry was stirred at that temperature for 1 hour, then toluene (5 ml) was added, and the resulting mixture was stirred at room temperature for 16 hours. Additional 5 N sodium hydroxide (1 ml) was then added, and the mixture stirred an additional 16 hours. The rea... RXN SMILES: [CH2:1]([C:3]1[CH:4]=[C:5]([CH3:24])[C:6]([N:9]2[CH2:14][CH2:13][N:12]([C:15]([C:17]3[CH:22]=[CH:21][C:20](I)=[CH:19][CH:18]=3)=[O:16])[CH2:11][CH2:10]2)=[N:7][CH:8]=1)[CH3:2].[S:25]1(=[O:31])(=[O:30])[CH2:29][CH2:28][CH2:27][NH:26]1>>[O:30]=[S:25]1(=[O:31])[CH2:29][CH2:28][CH2:27][N:26]1[C:20]1[CH:21]=[CH:22][C:17]([C:15]([N:12]2[CH2:13][CH2:14][N:9]([C:6]3[C:5]([CH3:24])=[CH:4][C:3]([CH2:1][CH3:2])=[CH:8][N:7]=3)[CH2:10][CH2:11]2)=[O:16])=[CH:18][CH:19]=1. The yield is 72.4%. Procedure details: Using [4-(5-ethyl-3-methylpyridin-2-yl)piperazin-1-yl](4-iodophenyl)methanone (435 mg) described in Preparation Example 133 and isothiazolidine 1,1-dioxide (158 mg) and by the reaction and treatment in the same manner as in Example 262, the title compound (310 mg) was obtained. Product: O=S1(N(CCC1)C1=CC=C(C=C1)C(=O)N1CCN(CC1)C1=NC=C(C=C1C)CC)=O ([4-(1,1-dioxo-1λ6-isothiazolidin-2-yl)phenyl][4-(5-ethyl-3-methylpyridin-2-yl)piperazin-1-yl]methanone). Reactants: C(C)C=1C=C(C(=NC1)N1CCN(CC1)C(=O)C1=CC=C(C=C1)I)C ([4-(5-ethyl-3-methylpyridin-2-yl)piperazin-1-yl](4-iodophenyl)methanone), S1(NCCC1)(=O)=O (isothiazolidine 1,1-dioxide). Reactants: CCCCO, Cl, Cl, COc1cc2nc(Cl)nc(N)c2cc1OC, c1ccc(Oc2nccc(N3CCNCC3)n2)cc1. The product is COc1cc2nc(N3CCN(c4ccnc(Oc5ccccc5)n4)CC3)nc(N)c2cc1OC. RXN SMILES: [CH2:38]([OH:39])[CH2:40][CH2:41][CH3:42].[ClH:17].[ClH:18].[NH2:1][c:2]1[n:3][c:4]([Cl:16])[n:5][c:6]2[cH:7][c:8]([O:14][CH3:15])[c:9]([O:12][CH3:13])[cH:10][c:11]12.[O:19]([c:20]1[cH:21][cH:22][cH:23][cH:24][cH:25]1)[c:26]1[n:27][cH:28][cH:29][c:30]([N:32]2[CH2:33][CH2:34][NH:35][CH2:36][CH2:37]2)[n:31]1>>[NH2:1][c:2]1[n:3][c:4]([N:35]2[CH2:34][CH2:33][N:32]([c:30]3[cH:29][cH:28][n:27][c:26]([O:19][c:20]4[cH:21][cH:22][cH:23][cH:24][cH:25]4)[n:31]3)[CH2:37][CH2:36]2)[n:5][c:6]2[cH:7][c:8]([O:14][CH3:15])[c:9]([O:12][CH3:13])[cH:10][c:11]12.